Dataset: the Open Reaction Database (ORD), a public repository of structured organic reaction records. Task: describe an organic reaction: reactants, conditions, products, and yield Starting materials: CCOC(=O)c1nc(C#N)c2c(ccn2-c2ccc(OC)cc2)c1OC(C)=O, CC#N, O=C1CCC(=O)N1Cl. The product is CCOC(=O)c1nc(C#N)c2c(c(Cl)cn2-c2ccc(OC)cc2)c1OC(C)=O. Reaction SMILES: [CH2:1]([CH3:2])[O:3][C:4](=[O:5])[c:6]1[c:7]([O:25][C:26]([CH3:27])=[O:28])[c:8]2[c:9]([c:10]([C:12]#[N:13])[n:11]1)[n:14](-[c:17]1[cH:18][cH:19][c:20]([O:23][CH3:24])[cH:21][cH:22]1)[cH:15][cH:16]2.[CH3:37][C:38]#[N:39].[Cl:29][N:30]1[C:31](=[O:32])[CH2:33][CH2:34][C:35]1=[O:36]>>[CH2:1]([CH3:2])[O:3][C:4](=[O:5])[c:6]1[c:7]([O:25][C:26]([CH3:27])=[O:28])[c:8]2[c:9]([c:10]([C:12]#[N:13])[n:11]1)[n:14](-[c:17]1[cH:18][cH:19][c:20]([O:23][CH3:24])[cH:21][cH:22]1)[cH:15][c:16]2[Cl:29].